This data is from the Open Reaction Database (ORD), a public repository of structured organic reaction records. The task is: describe an organic reaction: reactants, conditions, products, and yield The reactants are C(C)(C)(C)C1=CN(/C(/S1)=N/C(=O)C1=C(OC[C@H]2N(CC2)C(=O)OC(C)(C)C)C=CC(=C1)C(F)(F)F)CC(C)C (tert-butyl (2S)-2-{[2-{[(2Z)-5-tert-butyl-3-(2-methylpropyl)-1,3-thiazol-2(3H)-ylidene]carbamoyl}-4-(trifluoromethyl)phenoxy]methyl}azetidine-1-carboxylate), FC(C(=O)O)(F)F (trifluoroacetic acid), O.C1(=CC=C(C=C1)S(=O)(=O)O)C (p-toluenesulfonic acid monohydrate). The solvent is C(Cl)Cl (CH2Cl2), CCOC(=O)C (EtOAc). Reaction conditions: time 2 hour. Yields the product C1(=CC=C(C=C1)S(=O)(=O)O)C (p-toluenesulfonic acid), N1[C@@H](CC1)COC1=C(C(=O)\N=C\2/SC(=CN2CC(C)C)C(C)(C)C)C=C(C=C1)C(F)(F)F (2-[(2S)-azetidin-2-ylmethoxy]-N-[(2Z)-5-tert-butyl-3-isobutyl-1,3-thiazol-2(3H)-ylidene]-5-(trifluoromethyl)benzamide). As a reaction SMILES: [C:1]([C:5]1[S:9]/[C:8](=[N:10]\[C:11]([C:13]2[CH:31]=[C:30]([C:32]([F:35])([F:34])[F:33])[CH:29]=[CH:28][C:14]=2[O:15][CH2:16][C@@H:17]2[CH2:20][CH2:19][N:18]2C(OC(C)(C)C)=O)=[O:12])/[N:7]([CH2:36][CH:37]([CH3:39])[CH3:38])[CH:6]=1)([CH3:4])([CH3:3])[CH3:2].FC(F)(F)C(O)=O.O.[C:48]1([CH3:58])[CH:53]=[CH:52][C:51]([S:54]([OH:57])(=[O:56])=[O:55])=[CH:50][CH:49]=1>C(Cl)Cl.CCOC(C)=O>[C:48]1([CH3:58])[CH:49]=[CH:50][C:51]([S:54]([OH:57])(=[O:55])=[O:56])=[CH:52][CH:53]=1.[NH:18]1[CH2:19][CH2:20][C@H:17]1[CH2:16][O:15][C:14]1[CH:28]=[CH:29][C:30]([C:32]([F:33])([F:34])[F:35])=[CH:31][C:13]=1[C:11](/[N:10]=[C:8]1\[S:9][C:5]([C:1]([CH3:3])([CH3:4])[CH3:2])=[CH:6][N:7]\1[CH2:36][CH:37]([CH3:38])[CH3:39])=[O:12] |f:2.3|. Reported procedure: To a solution of the product of Example 12B (0.33 g, 0.58 mmol) in CH2Cl2 (4 mL) was added trifluoroacetic acid (2 mL, 26 mmol). This mixture stirred at ambient temperature for 2 h then was concentrated under reduced pressure and purified via column chromatography (SiO2, 100% CH2Cl2 to 9:1:0.1 CH2Cl2:CH3OH:NH4OH). The material was dissolved in hexanes/EtOAc (1 mL/2 mL) and one equivalent of p-toluenesulfonic acid monohydrate in 1 mL EtOAc was added. Solids precipitated immediately and the p-tolu...